This data is from the Open Reaction Database (ORD), a public repository of structured organic reaction records. The task is: describe an organic reaction: reactants, conditions, products, and yield Starting materials: 1-I, C(C)NC(=O)N[C@H](CC1=CC=CC=C1)C(=O)N1[C@H](C(=O)N[C@@H](CCCNC(N)=N)C=O)CCC1.Cl.O (EtNHCO-D-Phe-Pro-Arg-H.HCl hydrate), C(C)NC(=O)N[C@H](CC1=CC=CC=C1)C(=O)N1[C@H](C(=O)OCC2=CC=CC=C2)CCC1 (EtNHCO-D-Phe-Pro-OBzl). Yields the product C(C)NC(=O)N[C@H](CC1=CC=CC=C1)C(=O)N1[C@H](C(=O)N[C@@H](CCCNC(N)=N)C=O)CCC1.Cl (EtNHCO-D-Phe-Pro-Arg-H.HCl). Reaction SMILES: [CH2:1]([NH:3][C:4]([NH:6][C@@H:7]([C:15]([N:17]1[CH2:34][CH2:33][CH2:32][C@H:18]1[C:19]([NH:21][C@H:22]([CH:30]=[O:31])[CH2:23][CH2:24][CH2:25][NH:26][C:27](=[NH:29])[NH2:28])=[O:20])=[O:16])[CH2:8][C:9]1[CH:14]=[CH:13][CH:12]=[CH:11][CH:10]=1)=[O:5])[CH3:2].[ClH:35].O.C(NC(N[C@@H](C(N1CCC[C@H]1C(OCC1C=CC=CC=1)=O)=O)CC1C=CC=CC=1)=O)C>>[CH2:1]([NH:3][C:4]([NH:6][C@@H:7]([C:15]([N:17]1[CH2:34][CH2:33][CH2:32][C@H:18]1[C:19]([NH:21][C@H:22]([CH:30]=[O:31])[CH2:23][CH2:24][CH2:25][NH:26][C:27](=[NH:28])[NH2:29])=[O:20])=[O:16])[CH2:8][C:9]1[CH:10]=[CH:11][CH:12]=[CH:13][CH:14]=1)=[O:5])[CH3:2].[ClH:35] |f:0.1.2,4.5|. Procedure details: By methods substantially equivalent to those described in Example 1-D, 1-H and 1-I, 1.2 g of EtNHCO-D-Phe-Pro-Arg-H.HCl hydrate was prepared from EtNHCO-D-Phe-Pro-OBzl. The reactants are C1COCCN1, CCOC(C)=O, O=C(Cl)C(Cl)(Cl)Cl, [K+], [K+], O=C([O-])[O-]. Product: O=C(C1CNCCO1)C(Cl)(Cl)Cl. Reaction SMILES: [CH2:1]1[CH2:2][O:3][CH2:4][CH2:5][NH:6]1.[CH3:20][CH2:21][O:22][C:23]([CH3:24])=[O:25].[Cl:13][C:14]([C:15](=[O:16])[Cl:17])([Cl:18])[Cl:19].[K+:7].[K+:8].[O-:9][C:10]([O-:11])=[O:12]>>[CH2:1]1[CH:2]([C:15]([C:14]([Cl:13])([Cl:18])[Cl:19])=[O:16])[O:3][CH2:4][CH2:5][NH:6]1.